This data is from the Open Reaction Database (ORD), a public repository of structured organic reaction records. The task is: describe an organic reaction: reactants, conditions, products, and yield Reactants: NN (hydrazine), NC1=NC=2C=CC=NC2C2=C1N=C(N2CCCNC(C(C)C)=O)CON2C(C1=CC=CC=C1C2=O)=O (N-[3-(4-amino-2-{[(1,3-dioxo-1,3-dihydro-2H-isoindol-2-yl)oxy]methyl}-1H-imidazo[4,5-c]-[1,5]naphthyridin-1-yl)propyl]-2-methylpropanamide). The solvent is C(C)O (ethanol). Run at time 2.5 hour. The product is NC1=NC=2C=CC=NC2C2=C1N=C(N2CCCNC(C(C)C)=O)CON (N-(3-{4-amino-2-[(aminooxy)methyl]-1H-imidazo[4,5-c][1,5]naphthyridin-1-yl}propyl)-2-methylpropanamide). As a reaction SMILES: NN.[NH2:3][C:4]1[C:13]2[N:14]=[C:15]([CH2:26][O:27][N:28]3C(=O)C4C(=CC=CC=4)C3=O)[N:16]([CH2:17][CH2:18][CH2:19][NH:20][C:21](=[O:25])[CH:22]([CH3:24])[CH3:23])[C:12]=2[C:11]2[N:10]=[CH:9][CH:8]=[CH:7][C:6]=2[N:5]=1>C(O)C>[NH2:3][C:4]1[C:13]2[N:14]=[C:15]([CH2:26][O:27][NH2:28])[N:16]([CH2:17][CH2:18][CH2:19][NH:20][C:21](=[O:25])[CH:22]([CH3:24])[CH3:23])[C:12]=2[C:11]2[N:10]=[CH:9][CH:8]=[CH:7][C:6]=2[N:5]=1. Procedure: Anhydrous hydrazine (0.160 mL, 5.22 mmol) was added to a suspension of N-[3-(4-amino-2-{[(1,3-dioxo-1,3-dihydro-2H-isoindol-2-yl)oxy]methyl}-1H-imidazo[4,5-c]-[1,5]naphthyridin-1-yl)propyl]-2-methylpropanamide (0.848 g, 1.74 mmol) in ethanol (10 mL). The mixture was allowed to stir at room temperature for 2.5 hours, then was concentrated under reduced pressure to yield crude N-(3-{4-amino-2-[(aminooxy)methyl]-1H-imidazo[4,5-c][1,5]naphthyridin-1-yl}propyl)-2-methylpropanamide as a yellow solid, ... The reactants are Compound 127, FC1=C(C(=O)N)C=CC(=C1)B1OC(C(O1)(C)C)(C)C (2-fluoro-4-(4,4,5,5-tetramethyl-[1,3,2]dioxaborolan-2-yl)benzamide), BrC1=CN=C(C=2N1C=CN2)NC2=CC=C(C=C2)N2CCN(CC2)C ((5-bromoimidazo[1,2-a]pyrazin-8-yl)-(4-(4-methylpiperazin-1-yl)phenyl)amine). The reagents and catalysts are C=1C=CC(=CC1)[P](C=2C=CC=CC2)(C=3C=CC=CC3)[Pd]([P](C=4C=CC=CC4)(C=5C=CC=CC5)C=6C=CC=CC6)([P](C=7C=CC=CC7)(C=8C=CC=CC8)C=9C=CC=CC9)[P](C=1C=CC=CC1)(C=1C=CC=CC1)C=1C=CC=CC1 (Pd(PPh3)4). Run in O1CCOCC1 (dioxane), C(=O)([O-])[O-].[Na+].[Na+] (Na2CO3). The product is FC1=C(C(=O)N)C=CC(=C1)C1=CN=C(C=2N1C=CN2)NC2=CC=C(C=C2)N2CCN(CC2)C (2-Fluoro-4-{8-[4-(4-methylpiperazin-1-yl)phenylamino]imidazo[1,2-a]pyrazin-5-yl}benzamide). RXN SMILES: [F:1][C:2]1[CH:10]=[C:9](B2OC(C)(C)C(C)(C)O2)[CH:8]=[CH:7][C:3]=1[C:4]([NH2:6])=[O:5].Br[C:21]1[N:26]2[CH:27]=[CH:28][N:29]=[C:25]2[C:24]([NH:30][C:31]2[CH:36]=[CH:35][C:34]([N:37]3[CH2:42][CH2:41][N:40]([CH3:43])[CH2:39][CH2:38]3)=[CH:33][CH:32]=2)=[N:23][CH:22]=1>O1CCOCC1.C([O-])([O-])=O.[Na+].[Na+].C1C=CC([P]([Pd]([P](C2C=CC=CC=2)(C2C=CC=CC=2)C2C=CC=CC=2)([P](C2C=CC=CC=2)(C2C=CC=CC=2)C2C=CC=CC=2)[P](C2C=CC=CC=2)(C2C=CC=CC=2)C2C=CC=CC=2)(C2C=CC=CC=2)C2C=CC=CC=2)=CC=1>[F:1][C:2]1[CH:10]=[C:9]([C:21]2[N:26]3[CH:27]=[CH:28][N:29]=[C:25]3[C:24]([NH:30][C:31]3[CH:32]=[CH:33][C:34]([N:37]4[CH2:38][CH2:39][N:40]([CH3:43])[CH2:41][CH2:42]4)=[CH:35][CH:36]=3)=[N:23][CH:22]=2)[CH:8]=[CH:7][C:3]=1[C:4]([NH2:6])=[O:5] |f:3.4.5,^1:59,61,80,99|. Procedure: In the same way as described for Compound 127, step 4, using 2-fluoro-4-(4,4,5,5-tetramethyl-[1,3,2]dioxaborolan-2-yl)benzamide (82 mg, 0.31 mmol), (5-bromoimidazo[1,2-a]pyrazin-8-yl)-(4-(4-methylpiperazin-1-yl)phenyl)amine (60 mg, 0.155 mmol) and Pd(PPh3)4 (45 mg, 0.038 mmol) in dioxane (2.2 mL) and 1.5M Na2CO3 (0.83 mL). The residue is chromatographed on silica gel, eluting with DCM followed by 96:4 DCM:NH3 (7M in MeOH), and the fractions containing the desired product are combined and evapora...